describe an organic reaction: reactants, conditions, products, and yield From a dataset of the Open Reaction Database (ORD), a public repository of structured organic reaction records. Run at time 48 hour. Solvent: CN(C=O)C (dimethylformamide). Procedure details: 12.0 g of ethyl 6-methyl-1,2,4-triazolo[1,5-c]quinazolin-5-one-2-carboxylate were suspended in 600 ml of absolute dimethylformamide, and 200 ml of a 7% strength methanolic NH3 solution were added. The mixture was stirred for 48 hours, after which the precipitate was filtered off under suction, washed with dimethylformamide and water, and dried. Yield: 4.8 g (42%), mp. 286°-287° C. The reactants are CN1C(N2C(C=3C=CC=CC13)=NC(=N2)C(=O)OCC)=O (ethyl 6-methyl-1,2,4-triazolo[1,5-c]quinazolin-5-one-2-carboxylate), N (NH3). Yields the product CN1C(N2C(C=3C=CC=CC13)=NC(=N2)C(=O)N)=O (6-Methyl-1,2,4-triazolo[1,5-c]quinazolin-5-one-2-carboxamide). As a reaction SMILES: [CH3:1][N:2]1[C:11]2[CH:10]=[CH:9][CH:8]=[CH:7][C:6]=2[C:5]2=[N:12][C:13]([C:15](OCC)=[O:16])=[N:14][N:4]2[C:3]1=[O:20].[NH3:21]>CN(C)C=O>[CH3:1][N:2]1[C:11]2[CH:10]=[CH:9][CH:8]=[CH:7][C:6]=2[C:5]2=[N:12][C:13]([C:15]([NH2:21])=[O:16])=[N:14][N:4]2[C:3]1=[O:20]. Reactants: OCCN=C(C=1C(C(=O)O)=C(C(=C(C1Cl)SC1=CC=C(C=C1)C)SC1=CC=C(C=C1)C)Cl)O (4,5-bis-(p-tolylthio)-3,6-dichlorophthalic acid N-2-hydroxyethylimide), C(CCCCCCCCC)S (n-decane-1-thiol), C([O-])([O-])=O.[K+].[K+] (potassium carbonate). The solvent is CN(C=O)C (N,N-dimethylformamide). Product: OCCN=C(C=1C(C(=O)O)=C(C(=C(C1SCCCCCCCCCC)SC1=CC=C(C=C1)C)SC1=CC=C(C=C1)C)SCCCCCCCCCC)O (3,6-Bis-(n-decylthio)-4,5-bis-(p-tolylthio)phthalic acid N-2-hydroxyethylimide). As a reaction SMILES: [OH:1][CH2:2][CH2:3][N:4]=[C:5]([OH:33])[C:6]1[C:7](=[C:11](Cl)[C:12]([S:24][C:25]2[CH:30]=[CH:29][C:28]([CH3:31])=[CH:27][CH:26]=2)=[C:13]([S:16][C:17]2[CH:22]=[CH:21][C:20]([CH3:23])=[CH:19][CH:18]=2)[C:14]=1Cl)[C:8]([OH:10])=[O:9].[CH2:34]([SH:44])[CH2:35][CH2:36][CH2:37][CH2:38][CH2:39][CH2:40][CH2:41][CH2:42][CH3:43].C(=O)([O-])[O-].[K+].[K+]>CN(C)C=O>[OH:1][CH2:2][CH2:3][N:4]=[C:5]([OH:33])[C:6]1[C:7](=[C:11]([S:44][CH2:34][CH2:35][CH2:36][CH2:37][CH2:38][CH2:39][CH2:40][CH2:41][CH2:42][CH3:43])[C:12]([S:24][C:25]2[CH:30]=[CH:29][C:28]([CH3:31])=[CH:27][CH:26]=2)=[C:13]([S:16][C:17]2[CH:22]=[CH:21][C:20]([CH3:23])=[CH:19][CH:18]=2)[C:14]=1[S:44][CH2:34][CH2:35][CH2:36][CH2:37][CH2:38][CH2:39][CH2:40][CH2:41][CH2:42][CH3:43])[C:8]([OH:10])=[O:9] |f:2.3.4|. Procedure details: 2 g (3.95 millimols) of 4,5-bis-(p-tolylthio)-3,6-dichlorophthalic acid N-2-hydroxyethylimide, 1,51 g (8.69 millimols) of n-decane-1-thiol, 2.29 g (16.58 millimols) of potassium carbonate and 20 ml of N,N-dimethylformamide are stirred at 25° C. for 1 hour. After concentration, the residue is taken up in methylene chloride/dilute HCl solution. The extracts are dried over sodium sulfate and evaporated. After precipitation from n-hexane, 300 mg (10% of theory) of the title compound (waxy substance)... Reactants: ClCCCS(=O)(=O)Cl (3-chloropropane-1-sulfonyl chloride), BrC1=CC(=C(N)C=C1)F (4-bromo-2-fluoroaniline), N1=CC=CC=C1 (pyridine). Run in ClCCl (dichloromethane). Conditions: time 1 hour. Product: BrC1=CC(=C(C=C1)NS(=O)(=O)CCCCl)F (N-(4-bromo-2-fluorophenyl)-3-chloropropane-1-sulfonamide). Reaction SMILES: [Cl:1][CH2:2][CH2:3][CH2:4][S:5](Cl)(=[O:7])=[O:6].[Br:9][C:10]1[CH:16]=[CH:15][C:13]([NH2:14])=[C:12]([F:17])[CH:11]=1.N1C=CC=CC=1>ClCCl>[Br:9][C:10]1[CH:16]=[CH:15][C:13]([NH:14][S:5]([CH2:4][CH2:3][CH2:2][Cl:1])(=[O:7])=[O:6])=[C:12]([F:17])[CH:11]=1. Procedure: 3-chloropropane-1-sulfonyl chloride (3.16 ml, 0.026M) was added to a solution of 4-bromo-2-fluoroaniline (5.00 g, 0.026M) and pyridine (2.12 ml, 0.026M) in dichloromethane (100 ml) at 0° C. The reaction mixture was stirred for 1 hr, after which time it was partitioned between dichloromethane (100 ml) and 1N hydrochloric acid (100 ml). The organics were separated and dried over magnesium sulfate, filtered and concentrated in vacuuo to afford the title compound as a yellow oil (8.3 g). 1H NMR (CDC... Starting materials: CC(C)=CCBr, O=C([O-])[O-], CN(C)C=O, CCOC(C)=O, Cl, [K+], [K+], COc1ccc(O)c(C=O)c1. Product: COc1ccc(OCC=C(C)C)c(C=O)c1. RXN SMILES: [Br:18][CH2:19][CH:20]=[C:21]([CH3:22])[CH3:23].[C:12](=[O:13])([O-:14])[O-:15].[CH3:25][N:26]([CH3:27])[CH:28]=[O:29].[CH3:30][CH2:31][O:32][C:33](=[O:34])[CH3:35].[ClH:24].[K+:16].[K+:17].[OH:1][c:2]1[c:3]([CH:4]=[O:5])[cH:6][c:7]([O:10][CH3:11])[cH:8][cH:9]1>>[O:1]([c:2]1[c:3]([CH:4]=[O:5])[cH:6][c:7]([O:10][CH3:11])[cH:8][cH:9]1)[CH2:19][CH:20]=[C:21]([CH3:22])[CH3:23]. Starting materials: Cc1cc(CC(NC(=O)N2CCC(N3Cc4ccccc4NC3=O)CC2)c2cccc(Br)n2)cc2cn[nH]c12, O=C([O-])[O-], CCO, Cc1ccccc1, [K+], [K+], OB(O)c1ccccc1, c1ccc(P(c2ccccc2)(c2ccccc2)[Pd](P(c2ccccc2)(c2ccccc2)c2ccccc2)(P(c2ccccc2)(c2ccccc2)c2ccccc2)P(c2ccccc2)(c2ccccc2)c2ccccc2)cc1. Yields the product Cc1cc(CC(NC(=O)N2CCC(N3Cc4ccccc4NC3=O)CC2)c2cccc(-c3ccccc3)n2)cc2cn[nH]c12. Reaction SMILES: [Br:1][c:2]1[cH:3][cH:4][cH:5][c:6]([CH:8]([CH2:9][c:10]2[cH:11][c:12]3[cH:13][n:14][nH:15][c:16]3[c:17]([CH3:19])[cH:18]2)[NH:20][C:21](=[O:22])[N:23]2[CH2:24][CH2:25][CH:26]([N:29]3[C:30](=[O:39])[NH:31][c:32]4[cH:33][cH:34][cH:35][cH:36][c:37]4[CH2:38]3)[CH2:27][CH2:28]2)[n:7]1.[C:56](=[O:57])([O-:58])[O-:59].[CH3:139][CH2:140][OH:141].[CH3:49][c:50]1[cH:51][cH:52][cH:53][cH:54][cH:55]1.[K+:60].[K+:61].[c:40]1([B:46]([OH:47])[OH:48])[cH:41][cH:42][cH:43][cH:44][cH:45]1.[cH:62]1[cH:63][cH:64][c:65]([P:66]([Pd:67]([P:68]([c:69]2[cH:70][cH:71][cH:72][cH:73][cH:74]2)([c:75]2[cH:76][cH:77][cH:78][cH:79][cH:80]2)[c:81]2[cH:82][cH:83][cH:84][cH:85][cH:86]2)([P:87]([c:88]2[cH:89][cH:90][cH:91][cH:92][cH:93]2)([c:94]2[cH:95][cH:96][cH:97][cH:98][cH:99]2)[c:100]2[cH:101][cH:102][cH:103][cH:104][cH:105]2)[P:106]([c:107]2[cH:108][cH:109][cH:110][cH:111][cH:112]2)([c:113]2[cH:114][cH:115][cH:116][cH:117][cH:118]2)[c:119]2[cH:120][cH:121][cH:122][cH:123][cH:124]2)([c:125]2[cH:126][cH:127][cH:128][cH:129][cH:130]2)[c:131]2[cH:132][cH:133][cH:134][cH:135][cH:136]2)[cH:137][cH:138]1>>[c:2]1(-[c:40]2[cH:41][cH:42][cH:43][cH:44][cH:45]2)[cH:3][cH:4][cH:5][c:6]([CH:8]([CH2:9][c:10]2[cH:11][c:12]3[cH:13][n:14][nH:15][c:16]3[c:17]([CH3:19])[cH:18]2)[NH:20][C:21](=[O:22])[N:23]2[CH2:24][CH2:25][CH:26]([N:29]3[C:30](=[O:39])[NH:31][c:32]4[cH:33][cH:34][cH:35][cH:36][c:37]4[CH2:38]3)[CH2:27][CH2:28]2)[n:7]1. Reactants: ClC1=NC=C(C(=N1)N[C@H]1[C@H]([C@@H]2C=C[C@H]1C2)C(=O)N)Cl ((1S,2S,3R,4R)-3-(2,5-Dichloro-pyrimidin-4-ylamino)-bicyclo[2.2.1]hept-5-ene-2-carboxylic acid amide), ClC1=NC=C(C(=N1)NC1=C(C=CC=C1)S(=O)(=O)C(C)C)Cl ((2,5-Dichloro-pyrimidin-4-yl)-[2-(propane-2-sulfonyl)-phenyl]-amine), COC1=CC2=C(CCC(CC2)N2CCOCC2)C=C1N (3-Methoxy-7-morpholin-4-yl-6,7,8,9-tetrahydro-5H-benzocyclohepten-2-ylamine), FC(CNC1CCC=2C(CC1)=C(C(=CC2)OC)N)F (N*7*-(2,2-Difluoro-ethyl)-2-methoxy-6,7,8,9-tetrahydro-5H-benzocycloheptene-1,7-diamine). Yields the product ClC=1C(=NC(=NC1)NC1=C(C=CC2=C1CCC(CC2)NCC(F)F)OC)NC2=C(C=CC=C2)S(=O)(=O)N(C)C (2-{5-Chloro-2-[7-(2,2-difluoro-ethylamino)-2-methoxy-6,7,8,9-tetrahydro-5H-benzocyclohepten-1-ylamino]-pyrimidin-4-ylamino}-N,N-dimethyl-benzenesulfonamide). As a reaction SMILES: Cl[C:2]1N=C(N[C@@H]2[C@@H]3C[C@@H](C=C3)[C@@H]2C(N)=O)C(Cl)=[CH:4][N:3]=1.Cl[C:21]1[N:26]=[C:25]([NH:27][C:28]2[CH:33]=[CH:32][CH:31]=[CH:30][C:29]=2[S:34](C(C)C)(=[O:36])=[O:35])[C:24]([Cl:40])=[CH:23][N:22]=1.COC1C(N)=CC2CCC(N3CCOCC3)CCC=2C=1.[F:61][CH:62]([F:79])[CH2:63][NH:64][CH:65]1[CH2:71][CH2:70][C:69]2=[C:72]([NH2:78])[C:73]([O:76][CH3:77])=[CH:74][CH:75]=[C:68]2[CH2:67][CH2:66]1>>[Cl:40][C:24]1[C:25]([NH:27][C:28]2[CH:33]=[CH:32][CH:31]=[CH:30][C:29]=2[S:34]([N:3]([CH3:4])[CH3:2])(=[O:35])=[O:36])=[N:26][C:21]([NH:78][C:72]2[C:69]3[CH2:70][CH2:71][CH:65]([NH:64][CH2:63][CH:62]([F:79])[F:61])[CH2:66][CH2:67][C:68]=3[CH:75]=[CH:74][C:73]=2[O:76][CH3:77])=[N:22][CH:23]=1. Procedure: Prepared in an analogous fashion to Example 1047 replacing (1S,2S,3R,4R)-3-(2,5-Dichloro-pyrimidin-4-ylamino)-bicyclo[2.2.1]hept-5-ene-2-carboxylic acid amide with (2,5-Dichloro-pyrimidin-4-yl)-[2-(propane-2-sulfonyl)-phenyl]-amine and 3-Methoxy-7-morpholin-4-yl-6,7,8,9-tetrahydro-5H-benzocyclohepten-2-ylamine was replaced with N*7*-(2,2-Difluoro-ethyl)-2-methoxy-6,7,8,9-tetrahydro-5H-benzocycloheptene-1,7-diamine to afford 2-{5-Chloro-2-[7-(2,2-difluoro-ethylamino)-2-methoxy-6,7,8,9-tetrahydro-... Reactants: Compound ( 27 ), C1(CC1)C1=CC=C(C=C1)CC(=O)OCC (Ethyl 4-cyclopropyl-phenylacetate), ester, FC1=C(C#N)C=CC(=C1)C1(O)[C@H](OC(C)=O)[C@@H](OC(C)=O)[C@H](OC(C)=O)[C@H](O1)COC(C)=O (2-Fluoro-4-(2,3,4,6-tetra-O-acetyl-D-glucopyranos-1-yl)-benzonitrile), C1(CC1)C1=CC=C(C=C1)CC(=O)OCC (Ethyl 4-cyclopropyl-phenylacetate). The product is C1(CC1)C1=CC=C(CC2=C(C#N)C=CC(=C2)[C@]2(O)[C@H](O)[C@@H](O)[C@H](O)[C@H](O2)CO)C=C1 (2-(4-Cyclopropyl-benzyl)-4-(β-D-glucopyranos-1-yl)-benzonitrile). RXN SMILES: F[C:2]1[CH:9]=[C:8]([C:10]2([O:28][C@H:27]([CH2:29][O:30]C(=O)C)[C@@H:22]([O:23]C(=O)C)[C@H:17]([O:18]C(=O)C)[C@H:12]2[O:13]C(=O)C)[OH:11])[CH:7]=[CH:6][C:3]=1[C:4]#[N:5].[CH:34]1([C:37]2[CH:42]=[CH:41][C:40]([CH2:43]C(OCC)=O)=[CH:39][CH:38]=2)[CH2:36][CH2:35]1>>[CH:34]1([C:37]2[CH:42]=[CH:41][C:40]([CH2:43][C:2]3[CH:9]=[C:8]([C@:10]4([O:28][C@H:27]([CH2:29][OH:30])[C@@H:22]([OH:23])[C@H:17]([OH:18])[C@H:12]4[OH:13])[OH:11])[CH:7]=[CH:6][C:3]=3[C:4]#[N:5])=[CH:39][CH:38]=2)[CH2:36][CH2:35]1. Procedure details: Compound (27) may also be obtained by reacting 2-Fluoro-4-(2,3,4,6-tetra-O-acetyl-D-glucopyranos-1-yl)-benzonitrile (Compound XI(1)) and Ethyl 4-cyclopropyl-phenylacetate (Compound XXIV) under basic conditions followed by ester hydrolysis and decarboxylation. Starting materials: C(#N)CC1COC2=C(O1)C=CC=C2 (2-cyanomethyl-1,4-benzodioxane), C(C)O (ethanol), Cl (HCl). Run in C(C)OCC (diethyl ether). Conditions: time 4 day. The product is Cl.C(C)OC(CC1COC2=C(O1)C=CC=C2)=N (ethyl(1,4-benzodioxan-2-yl)acetimidate hydrochloride). Yield: 59.0%. Reaction SMILES: [C:1]([CH2:3][CH:4]1[O:9][C:8]2[CH:10]=[CH:11][CH:12]=[CH:13][C:7]=2[O:6][CH2:5]1)#[N:2].[CH2:14]([OH:16])[CH3:15].[ClH:17]>C(OCC)C>[ClH:17].[CH2:14]([O:16][C:1](=[NH:2])[CH2:3][CH:4]1[O:9][C:8]2[CH:10]=[CH:11][CH:12]=[CH:13][C:7]=2[O:6][CH2:5]1)[CH3:15] |f:4.5|. Reported procedure: 17.5 g (0.10 mole) 2-cyanomethyl-1,4-benzodioxane, prepared as described by Augstein, et al., J. Med. Chem. 8: 446 (1965), was dissolved in a mixture containing 7 g ethanol and 50 ml diethyl ether. 4.5 g (0.15 moles) of dry HCl was bubbled though the mixture, which was then capped. The mixture was allowed to stand at 5° C. for 4 days, followed by 3 days at room temperature. The crude product imidate hydrochloride (IV) precipitated out and was harvested by filtration, and washed with 100 ml ether... The reactants are ClC=1C=CC(=C(N)C1)[N+](=O)[O-] (5-chloro-2-nitro-aniline), CN(C)C=O (DMF). Reagents/catalysts: [C-]#N.[C-]#N.[Zn+2] (Zn(CN)2), C=1C=CC(=CC1)[P](C=2C=CC=CC2)(C=3C=CC=CC3)[Pd]([P](C=4C=CC=CC4)(C=5C=CC=CC5)C=6C=CC=CC6)([P](C=7C=CC=CC7)(C=8C=CC=CC8)C=9C=CC=CC9)[P](C=1C=CC=CC1)(C=1C=CC=CC1)C=1C=CC=CC1 (Pd(PPh3)4). Product: NC=1C=C(C#N)C=CC1[N+](=O)[O-] (3-amino-4-nitro-benzonitrile). The yield is 23.0%. As a reaction SMILES: Cl[C:2]1[CH:3]=[CH:4][C:5]([N+:9]([O-:11])=[O:10])=[C:6]([CH:8]=1)[NH2:7].[CH3:12][N:13](C=O)C>[C-]#N.[C-]#N.[Zn+2].C1C=CC([P]([Pd]([P](C2C=CC=CC=2)(C2C=CC=CC=2)C2C=CC=CC=2)([P](C2C=CC=CC=2)(C2C=CC=CC=2)C2C=CC=CC=2)[P](C2C=CC=CC=2)(C2C=CC=CC=2)C2C=CC=CC=2)(C2C=CC=CC=2)C2C=CC=CC=2)=CC=1>[NH2:7][C:6]1[CH:8]=[C:2]([CH:3]=[CH:4][C:5]=1[N+:9]([O-:11])=[O:10])[C:12]#[N:13] |f:2.3.4,^1:25,27,46,65|. Procedure: A solution of 5-chloro-2-nitro-aniline (6.902 g, 40 mmol), Zn(CN)2 (2.818 g, 24 mmol), and Pd(PPh3)4 (2.311 g, 2 mmol) in DMF (40 mL) was heated to 120° C. for 4 days. Cooled to room temperature. Partitioned between ethyl acetate and water. The organic layer was washed with brine, dried (MgSO4), filtered, and concentrated under vacuum. The residue was purified by flash column chromatography on silica gel with 4:1 hexanes/ethyl acetate to provide 1.49 g (23%) of 3-amino-4-nitro-benzonitrile.